Dataset: the Open Reaction Database (ORD), a public repository of structured organic reaction records. Task: describe an organic reaction: reactants, conditions, products, and yield Reactants: COCCCn1ncc2ccc(CC(CO)C(C)C)cc21, ClCCl, O=C1CCC(=O)N1Br, c1ccc(P(c2ccccc2)c2ccccc2)cc1. Product: COCCCn1ncc2ccc(CC(CBr)C(C)C)cc21. RXN SMILES: [CH3:1][O:2][CH2:3][CH2:4][CH2:5][n:6]1[n:7][cH:8][c:9]2[cH:10][cH:11][c:12]([CH2:15][CH:16]([CH2:17][OH:18])[CH:19]([CH3:20])[CH3:21])[cH:13][c:14]12.[Cl:49][CH2:50][Cl:51].[O:41]=[C:42]1[N:43]([Br:48])[C:44](=[O:45])[CH2:46][CH2:47]1.[c:22]1([P:23]([c:24]2[cH:25][cH:26][cH:27][cH:28][cH:29]2)[c:30]2[cH:31][cH:32][cH:33][cH:34][cH:35]2)[cH:36][cH:37][cH:38][cH:39][cH:40]1>>[CH3:1][O:2][CH2:3][CH2:4][CH2:5][n:6]1[n:7][cH:8][c:9]2[cH:10][cH:11][c:12]([CH2:15][CH:16]([CH2:17][Br:48])[CH:19]([CH3:20])[CH3:21])[cH:13][c:14]12. The reactants are CC(C)n1c(=O)[nH]c2ccncc21, [NH4+], [OH-], O, O=P(Cl)(Cl)Cl. Product: CC(C)n1c(Cl)nc2ccncc21. As a reaction SMILES: [CH:1]([CH3:2])([CH3:3])[n:4]1[c:5](=[O:13])[nH:6][c:7]2[c:8]1[cH:9][n:10][cH:11][cH:12]2.[NH4+:16].[OH-:15].[OH2:14].[P:17]([Cl:18])([Cl:19])([Cl:20])=[O:21]>>[CH:1]([CH3:2])([CH3:3])[n:4]1[c:5]([Cl:19])[n:6][c:7]2[c:8]1[cH:9][n:10][cH:11][cH:12]2.